Task: describe an organic reaction: reactants, conditions, products, and yield. Dataset: the Open Reaction Database (ORD), a public repository of structured organic reaction records Starting materials: Cl.C(C1=CC=CC=C1)CN (N-benzylmethylamine hydrochloride), C1(CCCC1)=O (cyclopentanone), C=O (paraformaldehyde). Run in C(C)O (ethanol). Product: Cl.C(C1=CC=CC=C1)CNC1(C(CCC1)=O)C (2-(N-Benzylmethylamino)-methyl-cyclopentanone hydrochloride). Reaction SMILES: [ClH:1].[CH2:2]([CH2:9][NH2:10])[C:3]1[CH:8]=[CH:7][CH:6]=[CH:5][CH:4]=1.[C:11]1(=[O:16])[CH2:15][CH2:14][CH2:13][CH2:12]1.[CH2:17]=O>C(O)C>[ClH:1].[CH2:2]([CH2:9][NH:10][C:12]1([CH3:17])[CH2:13][CH2:14][CH2:15][C:11]1=[O:16])[C:3]1[CH:8]=[CH:7][CH:6]=[CH:5][CH:4]=1 |f:0.1,5.6|. Procedure: 87.5 g (0.55 mole) of N-benzylmethylamine hydrochloride, 84 g (1.0 mole) of cyclopentanone, 45 g of paraformaldehyde (1.5 moles of formaldehyde) and 500 ml of ethanol are refluxed for one hour whilst stirring, during which solution occurs. After the solution has cooled, the solvent is distilled off under reduced pressure, the oily residue is dissolved in 100 ml of isopropanol and 500 ml of ethyl acetate are then added, whereupon the product crystallizes out after some time. The reactants are C(#N)C=1C=C(SC1S(=O)(=O)C)C(=O)OCC (Ethyl 4-cyano-5-(methylsulfonyl)thiophene-2-carboxylate), [Na].ClC=1C=[N+](C=C(C1S)Cl)[O-] (3,5-dichloro-1-oxido-pyridin-1-ium-4-thiol sodium salt), C(C)N(C(C)C)C(C)C (N-ethyl-N-isopropyl-propan-2-amine), Initiator 8. Solvent: C(C)(C)O (isopropanol), CO (methanol). The product is C(#N)C=1C=C(SC1SC1=C(C=NC=C1Cl)Cl)C(=O)OCC (Ethyl 4-cyano-5-((3,5-dichloropyridin-4-yl)thio)thiophene-2-carboxylate). Isolated yield 50.1%. RXN SMILES: [C:1]([C:3]1[CH:4]=[C:5]([C:12]([O:14][CH2:15][CH3:16])=[O:13])[S:6][C:7]=1[S:8]([CH3:11])(=O)=O)#[N:2].[Na].[Cl:18][C:19]1[CH:20]=[N+:21]([O-])[CH:22]=[C:23]([Cl:26])C=1S.C(N(C(C)C)C(C)C)C>C(O)(C)C.CO>[C:1]([C:3]1[CH:4]=[C:5]([C:12]([O:14][CH2:15][CH3:16])=[O:13])[S:6][C:7]=1[S:8][C:11]1[C:19]([Cl:18])=[CH:20][N:21]=[CH:22][C:23]=1[Cl:26])#[N:2] |f:1.2,^1:16|. Procedure: To a 5 mL Biotage microwave reaction vessel was charged with a solution of Ethyl 4-cyano-5-(methylsulfonyl)thiophene-2-carboxylate (0.26 g, 1 mmol) in isopropanol (1.5 mL), 3,5-dichloro-1-oxido-pyridin-1-ium-4-thiol sodium salt (0.2 g, 1 mmol) and N-ethyl-N-isopropyl-propan-2-amine (0.645 g, 5.0 mmol). The resulting reaction mixture was sealed and heated at 150° C. for 10 minutes under microwave irradiation (Biotage Initiator 8). After cooling down, a precipitation was formed and the solid was r... Reactants: Cl (HCl), C(=O)N(C1=CC(=C(C=C1)N1C(N(C(N(C1=O)C1=C(C=C(C=C1)N(C=O)C)C)=O)C1=C(C=C(C=C1)N(C=O)C)C)=O)C)C (1,3,5-Tris-(N-formyl-N-methyl-4-amino-2-methyl-phenyl)-[1,3,5]triazinane-2,4,6-trione). Solvent: O1CCOCC1 (Dioxane). Yields the product CNC1=CC(=C(C=C1)N1C(N(C(N(C1=O)C1=C(C=C(C=C1)NC)C)=O)C1=C(C=C(C=C1)NC)C)=O)C (1,3,5-Tris-(N-methyl-4-amino-2-methyl-phenyl)-[1,3,5]triazinane-2,4,6-trione). Reaction SMILES: Cl.[CH:2]([N:4](C)[C:5]1[CH:10]=[CH:9][C:8]([N:11]2[C:16](=[O:17])[N:15]([C:18]3[CH:23]=[CH:22][C:21]([N:24](C)[CH:25]=O)=[CH:20][C:19]=3[CH3:28])[C:14](=[O:29])[N:13]([C:30]3[CH:35]=[CH:34][C:33]([N:36](C)[CH:37]=O)=[CH:32][C:31]=3[CH3:40])[C:12]2=[O:41])=[C:7]([CH3:42])[CH:6]=1)=O>O1CCOCC1>[CH3:2][NH:4][C:5]1[CH:10]=[CH:9][C:8]([N:11]2[C:16](=[O:17])[N:15]([C:18]3[CH:23]=[CH:22][C:21]([NH:24][CH3:25])=[CH:20][C:19]=3[CH3:28])[C:14](=[O:29])[N:13]([C:30]3[CH:35]=[CH:34][C:33]([NH:36][CH3:37])=[CH:32][C:31]=3[CH3:40])[C:12]2=[O:41])=[C:7]([CH3:42])[CH:6]=1. Procedure: Dioxane (52 ml), HCl (52 ml, 6 M) and 5 (6.5 g, 11 mmol) were mixed in a 250 ml round-bottom flask to form a pale slurry. The reaction mixture was heated to reflux for 30 minutes under argon. The now yellow solution was allowed to cool to room temperature and solvents were then removed on a rotary evaporator. The orange residue was then dissolved in 500 ml H2O and neutralized with a solution of NaHCO3 (sat.) under vigorous stirring. The precipitate formed was filtered off and washed several time... Starting materials: Brc1cccc(Br)c1, [Li]CCCC, O=C1CCCC1. Yields the product OC1(c2cccc(Br)c2)CCCC1. As a reaction SMILES: [Br:1][c:2]1[cH:3][cH:4][cH:5][c:6]([Br:7])[cH:8]1.[CH2:9]([Li:10])[CH2:11][CH2:12][CH3:13].[O:14]=[C:15]1[CH2:16][CH2:17][CH2:18][CH2:19]1>>[c:2]1([C:15]2([OH:14])[CH2:16][CH2:17][CH2:18][CH2:19]2)[cH:3][cH:4][cH:5][c:6]([Br:7])[cH:8]1. Reactants: CCOC(=O)c1ccc2c(c1)CC(C)(C)C(c1cccc(NC(=O)N3CCOCC3)c1)N2, CO, Cl, [Na+], C1CCOC1, [OH-], O. The product is CC1(C)Cc2cc(C(=O)O)ccc2NC1c1cccc(NC(=O)N2CCOCC2)c1. RXN SMILES: [CH2:1]([CH3:2])[O:3][C:4](=[O:5])[c:6]1[cH:7][c:8]2[c:13]([cH:14][cH:15]1)[NH:12][CH:11]([c:16]1[cH:17][c:18]([NH:22][C:23](=[O:24])[N:25]3[CH2:26][CH2:27][O:28][CH2:29][CH2:30]3)[cH:19][cH:20][cH:21]1)[C:10]([CH3:31])([CH3:32])[CH2:9]2.[CH3:34][OH:35].[ClH:33].[Na+:42].[O:36]1[CH2:37][CH2:38][CH2:39][CH2:40]1.[OH-:41].[OH2:43]>>[O:3]=[C:4]([OH:5])[c:6]1[cH:7][c:8]2[c:13]([cH:14][cH:15]1)[NH:12][CH:11]([c:16]1[cH:17][c:18]([NH:22][C:23](=[O:24])[N:25]3[CH2:26][CH2:27][O:28][CH2:29][CH2:30]3)[cH:19][cH:20][cH:21]1)[C:10]([CH3:31])([CH3:32])[CH2:9]2.